From a dataset of the Open Reaction Database (ORD), a public repository of structured organic reaction records. describe an organic reaction: reactants, conditions, products, and yield Starting materials: C(#N)C1=C(N=C(N1)CCC)N1C(=CC=C1)C(=O)OC (Methyl 1-(5-cyano-2-propylimidazol-4-yl)-1H-pyrrole-2-carboxylate), C1(=CC=CC=C1)C(N1N=NN=C1C1=C(C=CC=C1)C1=CC=C(C=C1)CBr)(C1=CC=CC=C1)C1=CC=CC=C1 (N-Triphenylmethyl-5-(4'-(bromomethyl)biphenyl-2-yl]tetrazole). Yields the product C(#N)C1=C(N=C(N1CC1=CC=C(C=C1)C1=C(C=CC=C1)C1=NN=NN1)CCC)N1C(=CC=C1)C(=O)OC (Methyl 1-[5-cyano-2-propyl-1-[(2'-(1H-tetrazol-5-yl)biphen-4-yl)methyl]-1H-imidazol-4-yl]-1H-pyrrole-2-carboxylate), C.N (CH4 NH3). Reaction SMILES: [C:1]([C:3]1[NH:7][C:6]([CH2:8][CH2:9][CH3:10])=[N:5][C:4]=1[N:11]1[CH:15]=[CH:14][CH:13]=[C:12]1[C:16]([O:18][CH3:19])=[O:17])#[N:2].[C:20]1(C(C2C=CC=CC=2)(C2C=CC=CC=2)[N:27]2[C:31]([C:32]3[CH:37]=[CH:36][CH:35]=[CH:34][C:33]=3[C:38]3[CH:43]=[CH:42][C:41]([CH2:44]Br)=[CH:40][CH:39]=3)=[N:30][N:29]=[N:28]2)C=CC=CC=1>>[C:1]([C:3]1[N:7]([CH2:44][C:41]2[CH:42]=[CH:43][C:38]([C:33]3[CH:34]=[CH:35][CH:36]=[CH:37][C:32]=3[C:31]3[NH:27][N:28]=[N:29][N:30]=3)=[CH:39][CH:40]=2)[C:6]([CH2:8][CH2:9][CH3:10])=[N:5][C:4]=1[N:11]1[CH:15]=[CH:14][CH:13]=[C:12]1[C:16]([O:18][CH3:19])=[O:17])#[N:2].[CH4:20].[NH3:2] |f:3.4|. Procedure: Using the procedure from Example 13, methyl 1-(5-cyano-2-propylimidazol-4-yl)-1H-pyrrole-2-carboxylate (Example 34) and N-triphenylmethyl-5-[4'-(bromomethyl)biphenyl-2-yl]tetrazole (Example 12) were reacted and deprotected to give the title compound MS (CI, CH4 +NH3) 507(M+CH3). Reactants: [Li]CCCC (n-BuLi), solid, [Cl-].[NH4+] (ammonium chloride), CS(=O)(=O)C=1C=C(C=C(C1OCCC)OCC1=CC=CC=C1)[C@@H]1O[C@H](CC1)C1=CC(=C(C(=C1)OC)OC)OC (racemic trans-2-(3-Methylsulfonyl-4-n-propoxy-5-benzyloxyphenyl)-5-(3,4,5-trimethoxyphenyl)tetrahydrofuran), C(C)(=O)OC(C)=O (acetic anhydride), ketosulfone. Solvent: CCOCC (ether), O (water), C1CCOC1 (THF). The product is O=C(CS(=O)(=O)C=1C=C(C=C(C1OCCC)OCC1=CC=CC=C1)[C@@H]1O[C@H](CC1)C1=CC(=C(C(=C1)OC)OC)OC)C (trans-2-[3-(2-Oxopropylsulfonyl)-4-n-propoxy-5-benzyloxyphenyl]-5-(3,4,5-trimethoxyphenyl)tetrahydrofuran). Reaction SMILES: [CH3:1][S:2]([C:5]1[CH:6]=[C:7]([C@H:23]2[CH2:27][CH2:26][C@H:25]([C:28]3[CH:33]=[C:32]([O:34][CH3:35])[C:31]([O:36][CH3:37])=[C:30]([O:38][CH3:39])[CH:29]=3)[O:24]2)[CH:8]=[C:9]([O:15][CH2:16][C:17]2[CH:22]=[CH:21][CH:20]=[CH:19][CH:18]=2)[C:10]=1[O:11][CH2:12][CH2:13][CH3:14])(=[O:4])=[O:3].[Li]CCCC.[C:45](OC(=O)C)(=[O:47])[CH3:46].[Cl-].[NH4+]>C1COCC1.CCOCC.O>[O:47]=[C:45]([CH3:46])[CH2:1][S:2]([C:5]1[CH:6]=[C:7]([C@H:23]2[CH2:27][CH2:26][C@H:25]([C:28]3[CH:33]=[C:32]([O:34][CH3:35])[C:31]([O:36][CH3:37])=[C:30]([O:38][CH3:39])[CH:29]=3)[O:24]2)[CH:8]=[C:9]([O:15][CH2:16][C:17]2[CH:22]=[CH:21][CH:20]=[CH:19][CH:18]=2)[C:10]=1[O:11][CH2:12][CH2:13][CH3:14])(=[O:4])=[O:3] |f:3.4|. Procedure details: 2.7 g trans-2-(3-methylsulfonyl-4-n-propoxy-5-benzyloxyphenyl)-5-(3,4,5-trimethoxyphenyl)tetrahydrofuran (STEP I) dissolved in 15 mL THF was cooled to -78° and treated with 5.3 mL of 1.6M n-BuLi. After about 5 minutes of stirring, to the resulting dark solution, 1.0 mL of acetic anhydride was added. The yellow reaction mixture was allowed to warm up to room temperature and treated with 3-4 g of solid ammonium chloride, water and ether. NMR showed that the desired ketosulfone has formed to the ex... Reactants: O=C=NCc1ccc(Br)cc1, C1CCOC1, Cc1[nH]c2cccc(N)c2c1C, CCCCCC. The product is Cc1[nH]c2cccc(NC(=O)NCc3ccc(Br)cc3)c2c1C. RXN SMILES: [Br:13][c:14]1[cH:15][cH:16][c:17]([CH2:20][N:21]=[C:22]=[O:23])[cH:18][cH:19]1.[CH2:30]1[O:31][CH2:32][CH2:33][CH2:34]1.[CH3:1][c:2]1[nH:3][c:4]2[cH:5][cH:6][cH:7][c:8]([NH2:12])[c:9]2[c:10]1[CH3:11].[CH3:24][CH2:25][CH2:26][CH2:27][CH2:28][CH3:29]>>[CH3:1][c:2]1[nH:3][c:4]2[cH:5][cH:6][cH:7][c:8]([NH:12][C:22]([NH:21][CH2:20][c:17]3[cH:16][cH:15][c:14]([Br:13])[cH:19][cH:18]3)=[O:23])[c:9]2[c:10]1[CH3:11].